Dataset: the Open Reaction Database (ORD), a public repository of structured organic reaction records. Task: describe an organic reaction: reactants, conditions, products, and yield Reactants: Br[C@H](C(=O)O)CO (2-(S)-bromo-3-hydroxypropionic acid), C1(CCCCC1)N=C=NC1CCCCC1 (dicyclohexyl carbodiimide), [Cl-].C(C1=CC=CC=C1)[NH2+]CSC(C)(C)C (N-benzyl-N-tert.-butylthiomethylammonium chloride), solution, N12CCCN=CC2CCCC1 (1,5-diazabicyclo[5.4.0]-undec-5-ene). Run in O1CCCC1 (tetrahydrofuran), O1CCCC1 (tetrahydrofuran). Conditions: time 2 hour. Product: C(=O)(NC1CCCCC1)NC1CCCCC1 (dicyclohexylurea). As a reaction SMILES: N12CCCCC1C=NCCC2.Br[C@@H](CO)C(O)=[O:15].[CH:19]1([N:25]=[C:26]=[N:27][CH:28]2[CH2:33][CH2:32][CH2:31][CH2:30][CH2:29]2)[CH2:24][CH2:23][CH2:22][CH2:21][CH2:20]1.[Cl-].C([NH2+]CSC(C)(C)C)C1C=CC=CC=1>O1CCCC1>[C:26]([NH:25][CH:19]1[CH2:20][CH2:21][CH2:22][CH2:23][CH2:24]1)([NH:27][CH:28]1[CH2:33][CH2:32][CH2:31][CH2:30][CH2:29]1)=[O:15] |f:3.4|. Procedure: 5 ml of a 2M solution of 1,5-diazabicyclo[5.4.0]-undec-5-ene (DBU) in tetrahydrofuran are added while stirring, at room temperature, to a solution of 845 mg (5 mmol) of 2-(S)-bromo-3-hydroxypropionic acid in 10 ml of absolute tetrahydrofuran and the resulting mixture is stirred for a further 2 hours at room temperature. The solvent is subsequently distilled off in vacuo and 25 ml of methylene chloride are added. To this solution containing the DBU salt of (R)-glycidic acid there are added 1.03 g...